Dataset: the Open Reaction Database (ORD), a public repository of structured organic reaction records. Task: describe an organic reaction: reactants, conditions, products, and yield The reactants are [N-]=[N+]=[N-] (azide), N(=[N+]=[N-])CC1C(C1C)C1=CC=C2C(=N1)N(C(N2CC(C)(C)C)=O)C (5-(2-(azidomethyl)-3-methylcyclopropyl)-3-methyl-1-neopentyl-1H-imidazo[4,5-b]pyridin-2(3H)-one), C1(=CC=CC=C1)P(C1=CC=CC=C1)C1=CC=CC=C1 (triphenylphosphine), O (water). The solvent is C1CCOC1 (THF). Reaction conditions: temperature 55 celsius, time 1 hour. Yields the product NCC1C(C1C)C1=CC=C2C(=N1)N(C(N2CC(C)(C)C)=O)C (5-[2-(Aminomethyl)-3-methylcyclopropyl]-1-(2,2-dimethylpropyl)-3-methyl-1,3-dihydro-2H-imidazo[4,5-b]pyridin-2-one). As a reaction SMILES: [N:1]([CH2:4][CH:5]1[CH:7]([CH3:8])[CH:6]1[C:9]1[N:14]=[C:13]2[N:15]([CH3:24])[C:16](=[O:23])[N:17]([CH2:18][C:19]([CH3:22])([CH3:21])[CH3:20])[C:12]2=[CH:11][CH:10]=1)=[N+]=[N-].C1(P(C2C=CC=CC=2)C2C=CC=CC=2)C=CC=CC=1.O.[N-]=[N+]=[N-]>C1COCC1>[NH2:1][CH2:4][CH:5]1[CH:7]([CH3:8])[CH:6]1[C:9]1[N:14]=[C:13]2[N:15]([CH3:24])[C:16](=[O:23])[N:17]([CH2:18][C:19]([CH3:21])([CH3:20])[CH3:22])[C:12]2=[CH:11][CH:10]=1. Reported procedure: 1-(2,2-Dimethylpropyl)-5-[2-(hydroxymethyl)-3-methylcyclopropyl]-3-methyl-1,3-dihydro-2H-imidazo[4,5-b]pyridin-2-one (35-1, 61.6 mg, 0.20 mmol, 1.0 equiv) was added to anhydrous DCM (2.0 mL) and cooled to −10° C. Triethylamine (54.9 μL, 0.42 mmol, 2.1 equiv) and methanesulfonyl chloride (17.4 μL, 0.22 mmol, 1.1 equiv) were added sequentially and the resulting reaction mixture was stirred for 1 min. Following this duration, TLC showed complete consumption of 35-1. The reaction mixture was partiti... The reactants are N1=CC=CC2=CC(=CC=C12)[C@@H](C(=O)O)C ((S)-2-(quinolin-6-yl)propanoic acid), C([O-])(O)=O.[Na+] (sodium bicarbonate), NNC(=S)NN (1,3-diaminothiourea), CS(=O)(=O)O (Methane sulfonic acid). Run in O (water), C1CCCS1(=O)=O (tetramethylene sulfone), O (water). Reaction conditions: temperature 90 celsius. Yields the product SC=1N(C(=NN1)[C@@H](C)C=1C=C2C=CC=NC2=CC1)N (6-((S)-1-(5-mercapto-4-amino-4H-1,2,4-triazol-3-yl)ethyl)quinoline). The yield is 63.8%. As a reaction SMILES: [N:1]1[C:10]2[C:5](=[CH:6][C:7]([C@H:11]([CH3:15])[C:12](O)=O)=[CH:8][CH:9]=2)[CH:4]=[CH:3][CH:2]=1.[NH2:16][NH:17][C:18]([NH:20][NH2:21])=[S:19].CS(O)(=O)=O.C(=O)(O)[O-].[Na+]>C1S(=O)(=O)CCC1.O>[SH:19][C:18]1[N:20]([NH2:21])[C:12]([C@H:11]([C:7]2[CH:6]=[C:5]3[C:10](=[CH:9][CH:8]=2)[N:1]=[CH:2][CH:3]=[CH:4]3)[CH3:15])=[N:16][N:17]=1 |f:3.4|. Procedure details: As shown in step v of Scheme 1, (S)-2-(quinolin-6-yl)propanoic acid (50 g, 248.5 mmol) and 1,3-diaminothiourea (29.02 g, 273.4 mmol) were suspended in a mixture of tetramethylene sulfone (sulfolane, 38 mL) and water (57 mL). Methane sulfonic acid (35.5 ml, 546.7 mmol) was added to the mixture, whereupon all solids dissolved. The reaction temperature was slowly increased to 90° C. and the reaction was heated at 90° C. for 40 hours, at which time a 68% conversion of starting material to product wa... Conditions: temperature 55 celsius, time 30 minute. Yield: 61.6%. Procedure: Sodium hydride (4.5 g, 187.5 mmol) and trimethylsulfoxonium iodide (41.25 g, 187.5 mmol) were combined in a 3-neck flask equipped with a mechanical stirrer and an addition funnel. Dimethyl sulfoxide (DMSO) was added slowly, over a 30 min period, until 200 mL had been added. Gas was evolved throughout the addition. A solution of cyclohexane carboxaldehyde (21.8 mL, 180 mmol) in 50 mL of DMSO was added dropwise to the reaction mixture over a 15 min period. The reaction mixture was heated to 55° C.... Run in CS(=O)C (DMSO), CS(=O)C (Dimethyl sulfoxide). As a reaction SMILES: [H-].[Na+].[I-].[CH3:4][S+](C)(C)=O.[CH:9]1([CH:15]=[O:16])[CH2:14][CH2:13][CH2:12][CH2:11][CH2:10]1.O>CS(C)=O>[CH:9]1([CH:15]2[O:16][CH2:4]2)[CH2:14][CH2:13][CH2:12][CH2:11][CH2:10]1 |f:0.1,2.3|. The product is C1(CCCCC1)C1CO1 (1-cyclohexyl ethylene oxide). Reactants: O (water), [H-].[Na+] (Sodium hydride), [I-].C[S+](=O)(C)C (trimethylsulfoxonium iodide), C1(CCCCC1)C=O (cyclohexane carboxaldehyde). The reactants are O=C(O)c1ccc(Cl)cc1Br, O=C([O-])[O-], CCOCCO, Nc1ccccc1Cl, [Cu], [K+], [K+], O. The product is O=C(O)c1ccc(Cl)cc1Nc1ccccc1Cl. Reaction SMILES: [Br:1][c:2]1[c:3]([C:4](=[O:5])[OH:6])[cH:7][cH:8][c:9]([Cl:11])[cH:10]1.[C:20](=[O:21])([O-:22])[O-:23].[CH3:26][CH2:27][O:28][CH2:29][CH2:30][OH:31].[Cl:12][c:13]1[c:14]([NH2:15])[cH:16][cH:17][cH:18][cH:19]1.[Cu:32].[K+:24].[K+:25].[OH2:33]>>[c:2]1([NH:15][c:14]2[c:13]([Cl:12])[cH:19][cH:18][cH:17][cH:16]2)[c:3]([C:4](=[O:5])[OH:6])[cH:7][cH:8][c:9]([Cl:11])[cH:10]1. Starting materials: ClC1=NC=C(C(=N1)NC1=CC(=C(C=C1)OC)Cl)F (2-chloro-N4-(3-chloro-4-methoxyphenyl)-5-fluoro-4-pyrimidineamine), NC=1C=CC2=C(C=C(O2)C(=O)OC)C1 (5-amino-2-(methoxycarbonyl)benzofuran). Procedure details: In a like manner to the preparation of N4-(3,4-ethylenedioxyphenyl)-5-fluoro-N2-(3-hydroxyphenyl)-2,4-pyrimidinediamine, 2-chloro-N4-(3-chloro-4-methoxyphenyl)-5-fluoro-4-pyrimidineamine and 5-amino-2-(methoxycarbonyl)benzofuran were reacted to produce N4-(3-chloro-4-methoxyphenyl)-5-fluoro-N2-[2-(methoxycarbonyl)benzofuran-5-yl]-2,4-pyrimidinediamine. 1H NMR (DMSO-d6): δ 9.34 (bs, 2H), 8.10–8.07 (m, 2H), 7.78 (t, 1H, J=2.7 Hz), 7.66–7.53 (m, 4H), 7.12 (d, 1H, J=9.3 Hz), 3.87 (s, 3H), 3.85 (s, 3... Product: ClC=1C=C(C=CC1OC)NC1=NC(=NC=C1F)NC=1C=CC2=C(C=C(O2)C(=O)OC)C1 (N4-(3-chloro-4-methoxyphenyl)-5-fluoro-N2-[2-(methoxycarbonyl)benzofuran-5-yl]-2,4-pyrimidinediamine). As a reaction SMILES: Cl[C:2]1[N:7]=[C:6]([NH:8][C:9]2[CH:14]=[CH:13][C:12]([O:15][CH3:16])=[C:11]([Cl:17])[CH:10]=2)[C:5]([F:18])=[CH:4][N:3]=1.[NH2:19][C:20]1[CH:21]=[CH:22][C:23]2[O:27][C:26]([C:28]([O:30][CH3:31])=[O:29])=[CH:25][C:24]=2[CH:32]=1>>[Cl:17][C:11]1[CH:10]=[C:9]([NH:8][C:6]2[C:5]([F:18])=[CH:4][N:3]=[C:2]([NH:19][C:20]3[CH:21]=[CH:22][C:23]4[O:27][C:26]([C:28]([O:30][CH3:31])=[O:29])=[CH:25][C:24]=4[CH:32]=3)[N:7]=2)[CH:14]=[CH:13][C:12]=1[O:15][CH3:16]. The reactants are CCCC[Sn](Cl)(CCCC)CCCC, C1CCOC1, CC(C)[N-]C(C)C, Clc1ccncc1, [Li+], O. Yields the product CCCC[Sn](CCCC)(CCCC)c1cnccc1Cl. Reaction SMILES: [CH2:16]([CH2:17][CH2:18][CH3:19])[Sn:20]([CH2:21][CH2:22][CH2:23][CH3:24])([CH2:25][CH2:26][CH2:27][CH3:28])[Cl:29].[CH2:30]1[O:31][CH2:32][CH2:33][CH2:34]1.[CH3:2][CH:3]([N-:4][CH:5]([CH3:6])[CH3:7])[CH3:8].[Cl:9][c:10]1[cH:11][cH:12][n:13][cH:14][cH:15]1.[Li+:1].[OH2:35]>>[Cl:9][c:10]1[c:11]([Sn:20]([CH2:16][CH2:17][CH2:18][CH3:19])([CH2:21][CH2:22][CH2:23][CH3:24])[CH2:25][CH2:26][CH2:27][CH3:28])[cH:12][n:13][cH:14][cH:15]1.